From a dataset of the Open Reaction Database (ORD), a public repository of structured organic reaction records. describe an organic reaction: reactants, conditions, products, and yield The reactants are C1(=CC=CC=C1)S(=O)(=O)CC1=CC=C(C(=C1C(=O)OCC)OCCNC(=O)OC(C)(C)C)C1=COC=C1 (ethyl 6-(benzenesulphonylmethyl)-2-[2-(t-butoxycarbonyl)aminoethoxy]-3-(furan-3-yl)benzoate), C(C)(C)(C)OC(=O)NCCBr (2-(t-butoxycarbonylamino)ethyl bromide), C1(=CC=CC=C1)S(=O)(=O)CC1=CC=C(C(=C1C(=O)OC)O)CC (methyl 6-(benzenesulphonylmethyl)-3-ethyl-2-hydroxybenzoate), C1(=CC=CC=C1)S(=O)(=O)CC1=CC=C(C(=C1C(=O)OC)O)CC (methyl 6-(benzenesulphonylmethyl)-3-ethyl-2-hydroxybenzoate). The product is C1(=CC=CC=C1)S(=O)(=O)CC1=CC=C(C(=C1C(=O)OC)OCCNC(=O)OC(C)(C)C)CC (Methyl 6-(benzenesulphonylmethyl)-2-(2-t-butoxycarbonylaminoethoxy)-3-ethylbenzoate). As a reaction SMILES: [C:1]1([S:7]([CH2:10][C:11]2[C:16]([C:17]([O:19][CH2:20]C)=[O:18])=[C:15]([O:22][CH2:23][CH2:24][NH:25][C:26]([O:28][C:29]([CH3:32])([CH3:31])[CH3:30])=[O:27])[C:14]([C:33]3C=CO[CH:34]=3)=[CH:13][CH:12]=2)(=[O:9])=[O:8])[CH:6]=[CH:5][CH:4]=[CH:3][CH:2]=1.C1(S(CC2C(C(OC)=O)=C(O)C(CC)=CC=2)(=O)=O)C=CC=CC=1.C(OC(NCCBr)=O)(C)(C)C>>[C:1]1([S:7]([CH2:10][C:11]2[C:16]([C:17]([O:19][CH3:20])=[O:18])=[C:15]([O:22][CH2:23][CH2:24][NH:25][C:26]([O:28][C:29]([CH3:31])([CH3:30])[CH3:32])=[O:27])[C:14]([CH2:33][CH3:34])=[CH:13][CH:12]=2)(=[O:9])=[O:8])[CH:6]=[CH:5][CH:4]=[CH:3][CH:2]=1. Reported procedure: Prepared by proceeding in a similar manner to Intermediate 10, starting from methyl 6-(benzenesulphonylmethyl)-3-ethyl-2-hydroxybenzoate (Intermediate 110) and 2-(t-butoxycarbonylamino)ethyl bromide The reactants are [Na] (sodium), C1(=CC=CC=C1O)C (o-cresol), ClC=1N=NC(=CC1)SCC=C (3-chloro-6-allylthiopyridazine). Reaction conditions: temperature 100 celsius, time 5 hour. The product is CC1=C(OC=2N=NC(=CC2)SCC=C)C=CC=C1 (3-(2-methylphenoxy)-6-allylthiopyridazine). As a reaction SMILES: [Na].Cl[C:3]1[N:4]=[N:5][C:6]([S:9][CH2:10][CH:11]=[CH2:12])=[CH:7][CH:8]=1.[C:13]1([CH3:20])[C:18]([OH:19])=[CH:17][CH:16]=[CH:15][CH:14]=1>>[CH3:20][C:13]1[CH:14]=[CH:15][CH:16]=[CH:17][C:18]=1[O:19][C:3]1[N:4]=[N:5][C:6]([S:9][CH2:10][CH:11]=[CH2:12])=[CH:7][CH:8]=1 |^1:0|. Procedure details: 0.23 g(0.01 mol) of metallic sodium was dissolved in 30 ml of dry o-cresol. To the resulting solution was added 1.87 g(0.01 mol) of 3-chloro-6-allylthiopyridazine. The reaction solution was stirred for 5 hours at 100±5° C. and then treated according to the same manner as Example 23 to obtain the title compound as a pale white needle crystal. The reactants are N#CCC=Cc1cn(C2OC(CO)C(O)C2O)c(=O)nc1N, CO. Product: N#CCCCc1cn(C2OC(CO)C(O)C2O)c(=O)nc1N. As a reaction SMILES: [C:1](#[N:2])[CH2:3][CH:4]=[CH:5][c:6]1[c:7]([NH2:22])[n:8][c:9](=[O:21])[n:10]([CH:11]2[CH:12]([OH:13])[CH:14]([OH:15])[CH:16]([CH2:17][OH:18])[O:19]2)[cH:20]1.[CH3:23][OH:24]>>[C:1](#[N:2])[CH2:3][CH2:4][CH2:5][c:6]1[c:7]([NH2:22])[n:8][c:9](=[O:21])[n:10]([CH:11]2[CH:12]([OH:13])[CH:14]([OH:15])[CH:16]([CH2:17][OH:18])[O:19]2)[cH:20]1. The reactants are C1(CC1)N1C=C(C(C2=CC(=C(C(=C12)OC)N1CC(C(CC1)NC([C@@H](NC(=O)OC(C)(C)C)C(C)C)=O)(C)C)F)=O)C(=O)O (1-Cyclopropyl-6-fluoro-8-methoxy-1,4-dihydro-7-{4′-(N-t-butoxycarbonyl-L-valyl)amino-3′,3′-dimethylpiperidin-1-yl)-4-oxo-quinoline-3-carboxylic acid), Cl (HCl). Product: Cl.C1(CC1)N1C=C(C(C2=CC(=C(C(=C12)OC)N1CC(C(CC1)NC([C@@H](N)C(C)C)=O)(C)C)F)=O)C(=O)O (1-Cyclopropyl-6-fluoro-8-methoxy-1,4-dihydro-7-(3′,3′-dimethyl-4′-L-valinylaminopiperidin-1-yl}-4-oxo-quinoline-3-carboxylic acid hydrochloride). Yield: 75.0%. Reaction SMILES: [CH:1]1([N:4]2[C:13]3[C:8](=[CH:9][C:10]([F:39])=[C:11]([N:16]4[CH2:21][CH2:20][CH:19]([NH:22][C:23](=[O:36])[C@H:24]([CH:33]([CH3:35])[CH3:34])[NH:25]C(OC(C)(C)C)=O)[C:18]([CH3:38])([CH3:37])[CH2:17]4)[C:12]=3[O:14][CH3:15])[C:7](=[O:40])[C:6]([C:41]([OH:43])=[O:42])=[CH:5]2)[CH2:3][CH2:2]1.[ClH:44]>>[ClH:44].[CH:1]1([N:4]2[C:13]3[C:8](=[CH:9][C:10]([F:39])=[C:11]([N:16]4[CH2:21][CH2:20][CH:19]([NH:22][C:23](=[O:36])[C@H:24]([CH:33]([CH3:35])[CH3:34])[NH2:25])[C:18]([CH3:38])([CH3:37])[CH2:17]4)[C:12]=3[O:14][CH3:15])[C:7](=[O:40])[C:6]([C:41]([OH:43])=[O:42])=[CH:5]2)[CH2:3][CH2:2]1 |f:2.3|. Reported procedure: 1-Cyclopropyl-6-fluoro-8-methoxy-1,4-dihydro-7-{4′-(N-t-butoxycarbonyl-L-valyl)amino-3′,3′-dimethylpiperidin-1-yl)-4-oxo-quinoline-3-carboxylic acid (0.4 gm) is hydrolysed with 6N HCl (20 ml) at room temperature for 1 hr. The mixture concentrated to furnish the titled product. Yield 75%, m.p 150–55° C., C26H35FN4O5.HCl m/z 503 (M+1). Reactants: Cc1cc(NC(=O)OC(C)(C)C)c(NC(=O)CC(=O)c2cccc(-c3ccncc3)c2)cc1Cl, ClCCl, O=C(O)C(F)(F)F. Yields the product Cc1cc2c(cc1Cl)NC(=O)CC(c1cccc(-c3ccncc3)c1)=N2. As a reaction SMILES: [C:1]([O:2][C:3](=[O:4])[NH:7][c:8]1[c:9]([NH:16][C:17]([CH2:18][C:19](=[O:5])[c:20]2[cH:21][c:22](-[c:26]3[cH:27][cH:28][n:29][cH:30][cH:31]3)[cH:23][cH:24][cH:25]2)=[O:33])[cH:10][c:11]([Cl:15])[c:12]([CH3:14])[cH:13]1)([CH3:6])([CH3:32])[CH3:34].[Cl:42][CH2:43][Cl:44].[F:35][C:36]([F:37])([F:38])[C:39]([OH:40])=[O:41]>>[N:7]1=[C:19]([c:20]2[cH:21][c:22](-[c:26]3[cH:27][cH:28][n:29][cH:30][cH:31]3)[cH:23][cH:24][cH:25]2)[CH2:18][C:17](=[O:33])[NH:16][c:9]2[c:8]1[cH:13][c:12]([CH3:14])[c:11]([Cl:15])[cH:10]2.